Dataset: the Open Reaction Database (ORD), a public repository of structured organic reaction records. Task: describe an organic reaction: reactants, conditions, products, and yield Product: Cc1ccc(C(=O)C#N)cc1. Starting materials: [C-]#N, ClCCl, Cl[Sn](Cl)(Cl)Cl, Cc1ccc(C(=O)Cl)cc1. As a reaction SMILES: [C-:11]#[N:12].[CH2:18]([Cl:19])[Cl:20].[Sn:13]([Cl:14])([Cl:15])([Cl:16])[Cl:17].[c:1]1([CH3:10])[cH:2][cH:3][c:4]([C:7](=[O:8])[Cl:9])[cH:5][cH:6]1>>[c:1]1([CH3:10])[cH:2][cH:3][c:4]([C:7](=[O:8])[C:11]#[N:12])[cH:5][cH:6]1. The reactants are CC(=O)[O-], CC(=O)[O-], Cc1ccccc1, CCOC(C)=O, OB(O)C1CC1, C1CCC(P(C2CCCCC2)C2CCCCC2)CC1, O=C(c1ccc(-c2cc(C(F)(F)F)cc(C(F)(F)F)c2)c(I)c1)N1CCC(c2cccnc2)C1, O, [Pd+2]. Yields the product O=C(c1ccc(-c2cc(C(F)(F)F)cc(C(F)(F)F)c2)c(C2CC2)c1)N1CCC(c2cccnc2)C1. RXN SMILES: [C:74]([O-:75])(=[O:76])[CH3:77].[C:79]([O-:80])(=[O:81])[CH3:82].[CH3:61][c:62]1[cH:63][cH:64][cH:65][cH:66][cH:67]1.[CH3:68][CH2:69][O:70][C:71]([CH3:72])=[O:73].[CH:35]1([B:38]([OH:39])[OH:40])[CH2:36][CH2:37]1.[CH:41]1([P:42]([CH:43]2[CH2:44][CH2:45][CH2:46][CH2:47][CH2:48]2)[CH:49]2[CH2:50][CH2:51][CH2:52][CH2:53][CH2:54]2)[CH2:55][CH2:56][CH2:57][CH2:58][CH2:59]1.[I:1][c:2]1[c:3](-[c:21]2[cH:22][c:23]([C:31]([F:32])([F:33])[F:34])[cH:24][c:25]([C:27]([F:28])([F:29])[F:30])[cH:26]2)[cH:4][cH:5][c:6]([C:8](=[O:9])[N:10]2[CH2:11][CH:12]([c:15]3[cH:16][n:17][cH:18][cH:19][cH:20]3)[CH2:13][CH2:14]2)[cH:7]1.[OH2:60].[Pd+2:78]>>[c:2]1([CH:35]2[CH2:36][CH2:37]2)[c:3](-[c:21]2[cH:22][c:23]([C:31]([F:32])([F:33])[F:34])[cH:24][c:25]([C:27]([F:28])([F:29])[F:30])[cH:26]2)[cH:4][cH:5][c:6]([C:8](=[O:9])[N:10]2[CH2:11][CH:12]([c:15]3[cH:16][n:17][cH:18][cH:19][cH:20]3)[CH2:13][CH2:14]2)[cH:7]1. The reactants are COC(=O)c1ccc(S(=O)(=O)Nc2ncc(Cl)s2)cc1C#N, [Li+], C1COCCO1, [OH-], O. Product: N#Cc1cc(S(=O)(=O)Nc2ncc(Cl)s2)ccc1C(=O)O. RXN SMILES: [Cl:1][c:2]1[cH:3][n:4][c:5]([NH:7][S:8](=[O:9])(=[O:10])[c:11]2[cH:12][c:13]([C:21]#[N:22])[c:14]([C:15](=[O:16])[O:17][CH3:18])[cH:19][cH:20]2)[s:6]1.[Li+:23].[O:25]1[CH2:26][CH2:27][O:28][CH2:29][CH2:30]1.[OH-:24].[OH2:31]>>[Cl:1][c:2]1[cH:3][n:4][c:5]([NH:7][S:8](=[O:9])(=[O:10])[c:11]2[cH:12][c:13]([C:21]#[N:22])[c:14]([C:15](=[O:16])[OH:17])[cH:19][cH:20]2)[s:6]1. The reactants are [OH-].[Na+] (sodium hydroxide), CCOC=C(C(=O)OCC)C(=O)OCC (Diethyl ethoxymethylene malonate), CC1COC2=C(N1)C=CC(=C2)C (3,4-dihydro-3,7-dimethyl-2H-1,4-benzoxazine), Polyphosphoric acid. Solvent: O (water). Run at temperature 130 celsius. Yields the product CC1COC=2C=3N1C=C(C(C3C=C(C2)C)=O)C(=O)OCC (ethyl 2,3-dihydro-3,9-dimethyl-7-oxo-7H-pyrido[1,2,3-de]-1,4-benzoxazine-6-carboxylate). Reaction SMILES: CCO[CH:4]=[C:5]([C:11]([O:13]CC)=O)[C:6]([O:8][CH2:9][CH3:10])=[O:7].[CH3:16][CH:17]1[NH:22][C:21]2[CH:23]=[CH:24][C:25]([CH3:27])=[CH:26][C:20]=2[O:19][CH2:18]1.[OH-].[Na+]>O>[CH3:16][CH:17]1[N:22]2[CH:4]=[C:5]([C:6]([O:8][CH2:9][CH3:10])=[O:7])[C:11](=[O:13])[C:23]3[CH:24]=[C:25]([CH3:27])[CH:26]=[C:20]([C:21]=32)[O:19][CH2:18]1 |f:2.3|. Procedure: Diethyl ethoxymethylene malonate (19.8 g., 0.092 mole) is added to 3,4-dihydro-3,7-dimethyl-2H-1,4-benzoxazine (15.0 g., 0.092 mole) and the solution is heated at 110° to 120° C. for three hours. Polyphosphoric acid (100 g.) is added and the solution is gradually heated to 130° C. with occasional stirring. The solution is heated at 140° to 150° C. for one additional hour. The hot solution is poured into 300 ml. water with stirring, then neutralized with forty percent sodium hydroxide solution. T... The reactants are Cl.Cl.ClC1=CC=C(C=C1)SCC(C)(C)NCCCN1C=NC=C1 (N-[2-(4-Chlorophenylthio)-1,1-dimethylethyl]-3-(imidazol-1-yl)propylamine dihydrochloride), I(=O)(=O)(=O)[O-].[Na+] (sodium periodate), Cl (hydrogen chloride). The solvent is CCOCC (ether), alcohol, CO (methanol). Reaction conditions: time 24 hour. The product is Cl.Cl.ClC1=CC=C(C=C1)S(=O)CC(C)(C)NCCCN1C=NC=C1 (N-[2-(4-chlorophenylsulphinyl)-1,1-dimethylethyl]-3-(imidazol-1-yl)propylamine dihydrochloride). RXN SMILES: [ClH:1].Cl.[Cl:3][C:4]1[CH:9]=[CH:8][C:7]([S:10][CH2:11][C:12]([NH:15][CH2:16][CH2:17][CH2:18][N:19]2[CH:23]=[CH:22][N:21]=[CH:20]2)([CH3:14])[CH3:13])=[CH:6][CH:5]=1.I([O-])(=O)(=O)=[O:25].[Na+].Cl>CO.CCOCC>[ClH:3].[ClH:1].[Cl:3][C:4]1[CH:9]=[CH:8][C:7]([S:10]([CH2:11][C:12]([NH:15][CH2:16][CH2:17][CH2:18][N:19]2[CH:23]=[CH:22][N:21]=[CH:20]2)([CH3:13])[CH3:14])=[O:25])=[CH:6][CH:5]=1 |f:0.1.2,3.4,8.9.10|. Procedure: N-[2-(4-Chlorophenylthio)-1,1-dimethylethyl]-3-(imidazol-1-yl)propylamine dihydrochloride (1.0 g) was added in one portion to a stirred solution of sodium periodate (0.54 g) in aqueous methanol (15 ml of a 1:1 mixture) at 5-10° C. The mixture was stirred at ambient temperature for 24 hours and then evaporated to dryness. 5M Sodium hydroxide solution was added to the residue and the mixture extracted with dichloromethane to give an oil which was dissolved in ether containing a small amount of abs...